This data is from the Open Reaction Database (ORD), a public repository of structured organic reaction records. The task is: describe an organic reaction: reactants, conditions, products, and yield Reactants: C(CCCC)[Mg]Br (pentyl magnesium bromide), COC=1C=C2C=CC(C2=CC1)=O (5-methoxy-1-indenone). Run in O1CCCC1 (tetrahydrofuran). Product: COC1=CC=C2C(=CCC2=C1)CCCCC (6-methoxy-3-pentyl-1H-indene). RXN SMILES: [CH2:1]([Mg]Br)[CH2:2][CH2:3][CH2:4][CH3:5].[CH3:8][O:9][C:10]1[CH:11]=[C:12]2[C:16](=[CH:17][CH:18]=1)[C:15](=O)[CH:14]=[CH:13]2>O1CCCC1>[CH3:8][O:9][C:10]1[CH:11]=[C:12]2[C:16]([C:15]([CH2:1][CH2:2][CH2:3][CH2:4][CH3:5])=[CH:14][CH2:13]2)=[CH:17][CH:18]=1. Procedure: A solution of pentyl magnesium bromide (2M; 83 mL) was added with stirring to a chilled (-5° C.) solution of 5-methoxy-1-indenone (24.33 g) in dry tetrahydrofuran (100 mL) and the mixture was stirred at room temperature for 1.5 hours. A few chips of ice were added to destroy excess reagent and after the solvents had been removed under reduced pressure, the residue was taken up in a mixture of dichloromethane (250 mL) and 2N hydrochloric acid and stirred at room temperature for 3 hours. The separ... Reactants: FC1=C(C=CC(=C1)NC(=O)NCCF)C=1N=C(C2=C(N1)CN(C2)C(=O)OCC)N2[C@H](COCC2)C ((S)-ethyl 2-(2-fluoro-4-(3-(2-fluoroethyl)ureido)phenyl)-4-(3-methylmorpholino)-5H-pyrrolo[3,4-d]pyrimidine-6(7H)-carboxylate), ClC=1N=C(C2=C(N1)CN(C2)C(=O)OC)N2CCOCC2 (methyl 2-chloro-4-morpholino-5H-pyrrolo[3,4-d]pyrimidine-6(7H)-carboxylate), ClC=1N=C(C2=C(N1)CN(C2)C(=O)OC)N2CCOCC2 (methyl 2-chloro-4-morpholino-5H-pyrrolo[3,4-d]pyrimidine-6(7H)-carboxylate). Reaction SMILES: [F:1][C:2]1[CH:7]=[C:6]([NH:8][C:9]([NH:11][CH2:12][CH2:13][F:14])=[O:10])[CH:5]=[CH:4][C:3]=1[C:15]1[N:16]=[C:17]([N:29]2[CH2:34][CH2:33][O:32][CH2:31][C@@H:30]2C)[C:18]2[CH2:23][N:22]([C:24]([O:26][CH2:27]C)=[O:25])[CH2:21][C:19]=2[N:20]=1.ClC1N=C(N2CCOCC2)C2CN(C(OC)=O)CC=2N=1>>[F:1][C:2]1[CH:7]=[C:6]([NH:8][C:9]([NH:11][CH2:12][CH2:13][F:14])=[O:10])[CH:5]=[CH:4][C:3]=1[C:15]1[N:16]=[C:17]([N:29]2[CH2:30][CH2:31][O:32][CH2:33][CH2:34]2)[C:18]2[CH2:23][N:22]([C:24]([O:26][CH3:27])=[O:25])[CH2:21][C:19]=2[N:20]=1. Reported procedure: Method as (S)-Ethyl 2-(2-fluoro-4-(3-(2-fluoroethyl)ureido)phenyl)-4-(3-methylmorpholino)-5H-pyrrolo[3,4-d]pyrimidine-6(7H)-carboxylate (Example 168) using methyl 2-chloro-4-morpholino-5H-pyrrolo[3,4-d]pyrimidine-6(7H)-carboxylate (intermediate 25). Residue was then purified by prep. HPLC at low pH to afford a colourless solid (16%). The yield is 16.0%. Product: FC1=C(C=CC(=C1)NC(=O)NCCF)C=1N=C(C2=C(N1)CN(C2)C(=O)OC)N2CCOCC2 (Methyl 2-(2-fluoro-4-(3-(2-fluoroethyl)ureido)phenyl)-4-morpholino-5H-pyrrolo[3,4-d]pyrimidine-6(7H)-carboxylate). RXN SMILES: [S:1]1[CH:5]=[CH:4][C:3](C(O)=O)=[C:2]1[C:9]1[S:10][CH:11]=[CH:12][CH:13]=1.S(Cl)(Cl)=O.[C:18](Cl)(Cl)=[O:19].[N-]=[N+]=[N-].[N-:25]=[N+]=[N-].[Na+].[CH3:29][C:30](C)=[O:31]>O.C(O)C>[CH2:30]([O:31][C:18]([NH:25][C:11]1[S:10][C:9]([C:2]2[S:1][CH:5]=[CH:4][CH:3]=2)=[CH:13][CH:12]=1)=[O:19])[CH3:29] |f:4.5|. Solvent: C(C)O (ethanol), O (water). Yields the product C(C)OC(=O)NC1=CC=C(S1)C=1SC=CC1 (5-ethoxycarbonylamino-2,2'-bithiophene). Reaction conditions: time 30 minute. The reactants are ice water, S1C(=C(C=C1)C(=O)O)C=1SC=CC1 (Bithienylcarboxylic acid), S(=O)(Cl)Cl (thionylchloride), [N-]=[N+]=[N-] (azide), C(=O)(Cl)Cl (carbonylchloride), [N-]=[N+]=[N-].[Na+] (sodium azide), C(=O)(Cl)Cl (carbonylchloride), CC(=O)C (acetone). Procedure: Bithienylcarboxylic acid in a quantity of 12.3 g is refluxed with 25 ml thionylchloride for 30 min. After evaporating in vacuo the residual carbonylchloride is obtained in a yield of 13.7 g; m.p. 74° C. The carbonylchloride is converted to the corresponding azide by adding a solution of 1.6 g sodium azide in 5 ml water to a solution of said carbonylchloride in 25 ml of acetone. After 30 min at 0° C., ice water is added and the solid is sucked off. After drying 5-azido-carbonyl-2,2'-bithiophene i... The reactants are ClC=1C=C(C=CC1Cl)C1=NC=2N(C(=C1)C(F)(F)F)N=CC2C(=O)O (5-(3,4-dichloro-phenyl)-7-trifluoromethyl-pyrazolo[1,5-a]pyrimidine-3-carboxylic acid), OCC(C)(C)NS(=O)(=O)C1=C(N=C(S1)N)C (2-amino-4-methyl-thiazole-5-sulfonic acid (2-hydroxy-1,1-dimethyl-ethyl)-amide). Product: OCC(C)(C)NS(=O)(=O)C1=C(N=C(S1)NC(=O)C=1C=NN2C1N=C(C=C2C(F)(F)F)C2=CC(=C(C=C2)Cl)Cl)C (5-(3,4-Dichloro-phenyl)-7-trifluoromethyl-pyrazolo[1,5-a]pyrimidine-3-carboxylic acid [5-(2-hydroxy-1,1-dimethyl-ethylsulfamoyl)-4-methyl-thiazol-2-yl]-amide). RXN SMILES: [Cl:1][C:2]1[CH:3]=[C:4]([C:9]2[CH:14]=[C:13]([C:15]([F:18])([F:17])[F:16])[N:12]3[N:19]=[CH:20][C:21]([C:22]([OH:24])=O)=[C:11]3[N:10]=2)[CH:5]=[CH:6][C:7]=1[Cl:8].[OH:25][CH2:26][C:27]([NH:30][S:31]([C:34]1[S:38][C:37]([NH2:39])=[N:36][C:35]=1[CH3:40])(=[O:33])=[O:32])([CH3:29])[CH3:28]>>[OH:25][CH2:26][C:27]([NH:30][S:31]([C:34]1[S:38][C:37]([NH:39][C:22]([C:21]2[CH:20]=[N:19][N:12]3[C:13]([C:15]([F:17])([F:18])[F:16])=[CH:14][C:9]([C:4]4[CH:5]=[CH:6][C:7]([Cl:8])=[C:2]([Cl:1])[CH:3]=4)=[N:10][C:11]=23)=[O:24])=[N:36][C:35]=1[CH3:40])(=[O:33])=[O:32])([CH3:29])[CH3:28]. Procedure details: The title compound was prepared from 5-(3,4-dichloro-phenyl)-7-trifluoromethyl-pyrazolo[1,5-a]pyrimidine-3-carboxylic acid (example C.9) and 2-amino-4-methyl-thiazole-5-sulfonic acid (2-hydroxy-1,1-dimethyl-ethyl)-amide (example B.3) according to general procedure II. Yellow solid. MS (ISP) 621.0 [(M−H)−]; mp 265° C. Reactants: ClCCl, Cn1cc(-c2nc(NC3CCCCC3NC(=O)OC(C)(C)C)c(F)c3c2C(=O)NC3)cn1, O=C(O)C(F)(F)F. Yields the product Cn1cc(-c2nc(NC3CCCCC3N)c(F)c3c2C(=O)NC3)cn1, O=C(O)C(F)(F)F. As a reaction SMILES: [Cl:40][CH2:41][Cl:42].[F:1][c:2]1[c:3]2[c:4]([c:5](-[c:23]3[cH:24][n:25][n:26]([CH3:28])[cH:27]3)[n:6][c:7]1[NH:8][CH:9]1[CH:10]([NH:15][C:16](=[O:17])[O:18][C:19]([CH3:20])([CH3:21])[CH3:22])[CH2:11][CH2:12][CH2:13][CH2:14]1)[C:29](=[O:32])[NH:30][CH2:31]2.[F:33][C:34]([C:35](=[O:36])[OH:37])([F:38])[F:39]>>[F:1][c:2]1[c:3]2[c:4]([c:5](-[c:23]3[cH:24][n:25][n:26]([CH3:28])[cH:27]3)[n:6][c:7]1[NH:8][CH:9]1[CH:10]([NH2:15])[CH2:11][CH2:12][CH2:13][CH2:14]1)[C:29](=[O:32])[NH:30][CH2:31]2.[F:33][C:34]([C:35](=[O:36])[OH:37])([F:38])[F:39]. Reactants: CCO, [Cl-], N#Cc1c(-c2ccc(N3CCCC3)c([N+](=O)[O-])c2)cc(-c2ccccc2OCc2ccccc2)nc1N, [NH4+], O. Product: N#Cc1c(-c2ccc(N3CCCC3)c(N)c2)cc(-c2ccccc2OCc2ccccc2)nc1N. As a reaction SMILES: [CH3:41][CH2:42][OH:43].[Cl-:39].[NH2:1][c:2]1[c:3]([C:4]#[N:5])[c:6](-[c:24]2[cH:25][c:26]([N+:35]([O-:36])=[O:37])[c:27]([N:30]3[CH2:31][CH2:32][CH2:33][CH2:34]3)[cH:28][cH:29]2)[cH:7][c:8](-[c:10]2[c:11]([O:16][CH2:17][c:18]3[cH:19][cH:20][cH:21][cH:22][cH:23]3)[cH:12][cH:13][cH:14][cH:15]2)[n:9]1.[NH4+:40].[OH2:38]>>[NH2:1][c:2]1[c:3]([C:4]#[N:5])[c:6](-[c:24]2[cH:25][c:26]([NH2:35])[c:27]([N:30]3[CH2:31][CH2:32][CH2:33][CH2:34]3)[cH:28][cH:29]2)[cH:7][c:8](-[c:10]2[c:11]([O:16][CH2:17][c:18]3[cH:19][cH:20][cH:21][cH:22][cH:23]3)[cH:12][cH:13][cH:14][cH:15]2)[n:9]1. The reactants are CSC1=CC=C(C=C1)C1=C(C=NO1)CO (5-(4-methylthiophenyl)-4-isoxazolylmethanol), O1CCCC1 (tetrahydrofuran), S(=O)(Cl)Cl (thionyl chloride). The solvent is C1(=CC=CC=C1)C (toluene). Conditions: time 2 hour. Product: ClCC=1C=NOC1C1=CC=C(C=C1)SC (4-chloromethyl-5-(4-methylthiophenyl)isoxazole). The yield is 96.7%. Reaction SMILES: [CH3:1][S:2][C:3]1[CH:8]=[CH:7][C:6]([C:9]2[O:13][N:12]=[CH:11][C:10]=2[CH2:14]O)=[CH:5][CH:4]=1.O1CCCC1.S(Cl)([Cl:23])=O>C1(C)C=CC=CC=1>[Cl:23][CH2:14][C:10]1[CH:11]=[N:12][O:13][C:9]=1[C:6]1[CH:7]=[CH:8][C:3]([S:2][CH3:1])=[CH:4][CH:5]=1. Procedure details: To a mixture of 5-(4-methylthiophenyl)-4-isoxazolylmethanol (7.35 g), tetrahydrofuran (20 ml) and toluene (80 ml) was added dropwise thionyl chloride (5.93 g) at 0° C. and the mixture was stirred at room temperature for 2 hr. The reaction mixture was concentrated, saturated aqueous sodium hydrogencarbonate was added to the residue, and the mixture was extracted with ethyl acetate. The ethyl acetate layer was washed with saturated brine, dried (MgSO4) and concentrated. The residue was subjected t... Starting materials: NC=1C=CC(=C(C1)[C@]1(NC(COC(C1(F)F)(C)C)=S)C)F ((R)-5-(5-amino-2-fluorophenyl)-6,6-difluoro-5,7,7-trimethyl-[1,4]oxazepane-3-thione), ClC=1C=CC(=NC1)C(=O)O (5-chloro-pyridine-2-carboxylic acid). Product: ClC=1C=CC(=NC1)C(=O)NC1=CC(=C(C=C1)F)[C@]1(NC(COC(C1(F)F)(C)C)=S)C ((R)-5-chloro-N-(3-(6,6-difluoro-5,7,7-trimethyl-3-thioxo-[1,4]oxazepan-5-yl)-4-fluorophenyl)picolinamide). As a reaction SMILES: [NH2:1][C:2]1[CH:3]=[CH:4][C:5]([F:21])=[C:6]([C@:8]2([CH3:20])[C:14]([F:16])([F:15])[C:13]([CH3:18])([CH3:17])[O:12][CH2:11][C:10](=[S:19])[NH:9]2)[CH:7]=1.[Cl:22][C:23]1[CH:24]=[CH:25][C:26]([C:29](O)=[O:30])=[N:27][CH:28]=1>>[Cl:22][C:23]1[CH:24]=[CH:25][C:26]([C:29]([NH:1][C:2]2[CH:3]=[CH:4][C:5]([F:21])=[C:6]([C@:8]3([CH3:20])[C:14]([F:16])([F:15])[C:13]([CH3:17])([CH3:18])[O:12][CH2:11][C:10](=[S:19])[NH:9]3)[CH:7]=2)=[O:30])=[N:27][CH:28]=1. Procedure: The compound was prepared in an analogous manner as described for intermediate B14A from (R)-5-(5-amino-2-fluorophenyl)-6,6-difluoro-5,7,7-trimethyl-[1,4]oxazepane-3-thione (intermediate A17B) (150 mg, 0.47 mmol) and commercially available 5-chloro-pyridine-2-carboxylic acid [CAS No. 86873-60-1] (111 mg, 0.71 mmol). The compound was obtained as a yellow foam (330 mg, 99%, 65% purity). MS (ISP): m/z=460.4 [(M+H)+] and 462.1 [(M+2+H)+]. The reactants are C(C)(C)(C)OC(=O)N1CCC(=CC1)B1OC(C(O1)(C)C)(C)C (4-(4,4,5,5-Tetramethyl-[1,3,2]dioxaborolan-2-yl)-3,6-dihydro-2H-pyridine-1-carboxylic acid tert-butyl ester), C(C)(C)(C)OC(=O)N1CCC(CC1)=O (tert-butyl-4-oxopiperidine-1-carboxylate), C(=O)([O-])[O-].[K+].[K+] (K2CO3), dichloro[1,1′-bis(diphenylphosphino)-ferrocene]palladium(H)dichloromethane, C1(=CC=CC=C1)S(=O)(=O)N1C=CC=2C1=NC=CC2Cl (1-Benzenesulfonyl-4-chloro-1H-pyrrolo[2,3-b]pyridine). Run in CN(C)C=O (DMF). Conditions: temperature 80 celsius. Product: C(C)(C)(C)OC(=O)N1CCC(=CC1)C1=C2C(=NC=C1)N(C=C2)S(=O)(=O)C2=CC=CC=C2 (4-(1-Benzenesulfonyl-1H-pyrrolo[2,3-b]pyridin-4-yl)-3,6-dihydro-2H-pyridine-1-carboxylic acid tert-butyl ester). The yield is 45.0%. Reaction SMILES: [C:1]([O:5][C:6]([N:8]1[CH2:13][CH:12]=[C:11](B2OC(C)(C)C(C)(C)O2)[CH2:10][CH2:9]1)=[O:7])([CH3:4])([CH3:3])[CH3:2].C(OC(N1CCC(=O)CC1)=O)(C)(C)C.C([O-])([O-])=O.[K+].[K+].[C:43]1([S:49]([N:52]2[C:56]3=[N:57][CH:58]=[CH:59][C:60](Cl)=[C:55]3[CH:54]=[CH:53]2)(=[O:51])=[O:50])[CH:48]=[CH:47][CH:46]=[CH:45][CH:44]=1>CN(C=O)C>[C:1]([O:5][C:6]([N:8]1[CH2:13][CH:12]=[C:11]([C:60]2[CH:59]=[CH:58][N:57]=[C:56]3[N:52]([S:49]([C:43]4[CH:44]=[CH:45][CH:46]=[CH:47][CH:48]=4)(=[O:50])=[O:51])[CH:53]=[CH:54][C:55]=23)[CH2:10][CH2:9]1)=[O:7])([CH3:2])([CH3:3])[CH3:4] |f:2.3.4|. Procedure: To a nitrogen flushed flask containing 4-(4,4,5,5-Tetramethyl-[1,3,2]dioxaborolan-2-yl)-3,6-dihydro-2H-pyridine-1-carboxylic acid tert-butyl ester (prepared from tert-butyl-4-oxopiperidine-1-carboxylate according to the literature: Eastwood, P. R. (2000), Tetrahedron Lett., 3705-3708. 127 mg, 0.410 mmol), K2CO3 (142 mg, 1.02 mmol) and dichloro[1,1′-bis(diphenylphosphino)-ferrocene]palladium(H)dichloromethane adduct (17 mg, 0.020 mmol) was added a solution of 1-Benzenesulfonyl-4-chloro-1H-pyrrolo... Reactants: CO, C[Si](C)(C)C#Cc1ccc(OCC(O)CO)c(C2NC(=O)CC(c3cccc(Cl)c3)C23C(=O)Nc2cc(Cl)ccc23)c1, [Na+], [OH-]. Yields the product C#Cc1ccc(OCC(O)CO)c(C2NC(=O)CC(c3cccc(Cl)c3)C23C(=O)Nc2cc(Cl)ccc23)c1. RXN SMILES: [CH3:45][OH:46].[Cl:1][c:2]1[cH:3][cH:4][c:5]2[c:9]([cH:10]1)[NH:8][C:7](=[O:11])[C:6]21[CH:12]([c:25]2[c:26]([O:37][CH2:38][CH:39]([CH2:40][OH:41])[OH:42])[cH:27][cH:28][c:29]([C:31]#[C:32][Si:33]([CH3:34])([CH3:35])[CH3:36])[cH:30]2)[NH:13][C:14](=[O:24])[CH2:15][CH:16]1[c:17]1[cH:18][c:19]([Cl:23])[cH:20][cH:21][cH:22]1.[Na+:44].[OH-:43]>>[Cl:1][c:2]1[cH:3][cH:4][c:5]2[c:9]([cH:10]1)[NH:8][C:7](=[O:11])[C:6]21[CH:12]([c:25]2[c:26]([O:37][CH2:38][CH:39]([CH2:40][OH:41])[OH:42])[cH:27][cH:28][c:29]([C:31]#[CH:32])[cH:30]2)[NH:13][C:14](=[O:24])[CH2:15][CH:16]1[c:17]1[cH:18][c:19]([Cl:23])[cH:20][cH:21][cH:22]1.